Task: describe an organic reaction: reactants, conditions, products, and yield. Dataset: the Open Reaction Database (ORD), a public repository of structured organic reaction records Procedure: A mixture of tributyl[5-(1,3-dioxolan-2-yl)4-methylthien-2-yl]stannane (intermediate 76, 2.92 g), 1M aqueous hydrochloric acid (3 ml) and tetrahydrofuran (10 ml) was stirred at reflux for 30 minutes. The reaction mixture was cooled, extracted thrice with diethylether. The organic solutions were combined, extracted with saturated sodium bicarbonate and dried with brine and over magnesium sulfate. The product isolated after evaporation of the solvent was further purified by flash column chromatogr... Starting materials: C(CCC)[Sn](C=1SC(=C(C1)C)C1OCCO1)(CCCC)CCCC (tributyl[5-(1,3-dioxolan-2-yl)4-methylthien-2-yl]stannane), C(CCC)[Sn](C=1SC(=C(C1)C)C1OCCO1)(CCCC)CCCC (tributyl[5-(1,3-dioxolan-2-yl)4-methylthien-2-yl]stannane), Cl (hydrochloric acid). RXN SMILES: [CH2:1]([Sn:5]([CH2:21][CH2:22][CH2:23][CH3:24])([CH2:17][CH2:18][CH2:19][CH3:20])[C:6]1[S:7][C:8]([CH:12]2OCC[O:13]2)=[C:9]([CH3:11])[CH:10]=1)[CH2:2][CH2:3][CH3:4].Cl>O1CCCC1>[CH3:11][C:9]1[CH:10]=[C:6]([Sn:5]([CH2:17][CH2:18][CH2:19][CH3:20])([CH2:21][CH2:22][CH2:23][CH3:24])[CH2:1][CH2:2][CH2:3][CH3:4])[S:7][C:8]=1[CH:12]=[O:13]. Run in O1CCCC1 (tetrahydrofuran). The product is CC1=C(SC(=C1)[Sn](CCCC)(CCCC)CCCC)C=O (3-methyl-5-(tributylstannyl)thiophene-2-carbaldehyde). RXN SMILES: [CH2:33]([CH2:34][O:35][CH3:36])[O:37][CH3:38].[CH3:1][OH:2].[CH3:3][O-:4].[ClH:32].[N+:6]([c:7]1[cH:8][cH:9][c:10]([S:11](=[O:12])(=[O:13])[NH:18][CH:19]([c:20]2[cH:21][cH:22][cH:23][cH:24][cH:25]2)[c:26]2[cH:27][cH:28][cH:29][cH:30][cH:31]2)[cH:14][cH:15]1)([O-:16])=[O:17].[Na+:5]>>[NH2:18][CH:19]([c:20]1[cH:21][cH:22][cH:23][cH:24][cH:25]1)[c:26]1[cH:27][cH:28][cH:29][cH:30][cH:31]1. Starting materials: COCCOC, CO, C[O-], Cl, O=[N+]([O-])c1ccc(S(=O)(=O)NC(c2ccccc2)c2ccccc2)cc1, [Na+]. Product: NC(c1ccccc1)c1ccccc1. Reactants: CCCC(CC)CC(C(=O)OC)n1ncc(OCC2CCCC2)c(Cl)c1=O, CO, [Na+], [OH-]. Yields the product CCCC(CC)CC(C(=O)O)n1ncc(OCC2CCCC2)c(Cl)c1=O. As a reaction SMILES: [CH3:1][O:2][C:3]([CH:4]([CH2:5][CH:6]([CH2:7][CH2:8][CH3:9])[CH2:10][CH3:11])[n:12]1[n:13][cH:14][c:15]([O:20][CH2:21][CH:22]2[CH2:23][CH2:24][CH2:25][CH2:26]2)[c:16]([Cl:19])[c:17]1=[O:18])=[O:27].[CH3:30][OH:31].[Na+:29].[OH-:28]>>[O:2]=[C:3]([CH:4]([CH2:5][CH:6]([CH2:7][CH2:8][CH3:9])[CH2:10][CH3:11])[n:12]1[n:13][cH:14][c:15]([O:20][CH2:21][CH:22]2[CH2:23][CH2:24][CH2:25][CH2:26]2)[c:16]([Cl:19])[c:17]1=[O:18])[OH:27]. Reactants: COC(CNC(=O)C=1N=C(C2=CC=CC=C2C1C1=CC=CC=C1)Cl)=O ([(1-Chloro-4-phenyl-isoquinoline-3-carbonyl)-amino]-acetic acid methyl ester), [OH-].[K+] (KOH), CCO (EtOH). Reaction conditions: time 90 minute. Yields the product C(C)OC1=NC(=C(C2=CC=CC=C12)C1=CC=CC=C1)C(=O)NCC(=O)O ([(1-Ethoxy-4-phenyl-isoquinoline-3-carbonyl)-amino]-acetic acid), solid. As a reaction SMILES: C[O:2][C:3](=[O:25])[CH2:4][NH:5][C:6]([C:8]1[N:9]=[C:10](Cl)[C:11]2[C:16]([C:17]=1[C:18]1[CH:23]=[CH:22][CH:21]=[CH:20][CH:19]=1)=[CH:15][CH:14]=[CH:13][CH:12]=2)=[O:7].[OH-].[K+].[CH3:28][CH2:29][OH:30]>>[CH2:29]([O:30][C:10]1[C:11]2[C:16](=[CH:15][CH:14]=[CH:13][CH:12]=2)[C:17]([C:18]2[CH:19]=[CH:20][CH:21]=[CH:22][CH:23]=2)=[C:8]([C:6]([NH:5][CH2:4][C:3]([OH:2])=[O:25])=[O:7])[N:9]=1)[CH3:28] |f:1.2|. Procedure details: A mixture of [(1-Chloro-4-phenyl-isoquinoline-3-carbonyl)-amino]-acetic acid methyl ester (177 mg, 0.5 mmol), KOH (325 mg, 5 mmol) and EtOH (10 ml) was stirred at ambient temperature for 90 min before the solvent was evaporated in vacuo. The residue was dissolved in water (10 ml). The solution was acidified by addition of concentrated aqueous HCl and extracted with EtOAc (2×15 ml). The combined organic phases were dried over MgSO4 and concentrated in vacuo to give the title compound as a slightl... Product: C(C)(=O)O.C(=O)(OC(C)(C)C)N1[C@H](CN[C@@H](C1)C)CC (1-Boc-2(S)-ethyl-5(R)-methylpiperazine acetic acid salt). Reaction conditions: time 24 hour. The reactants are C(Cl)Cl (CH2Cl2), CCOCC (Et2O), C(=O)(OC(C)(C)C)N1[C@H](CN([C@@H](C1)C)CC1=CC=CC=C1)CC (1-Boc-2(S)-ethyl-4-benzyl-5(R)-methylpiperazine), C(C)(=O)O (acetic acid). RXN SMILES: [C:1]([N:8]1[CH2:13][C@@H:12]([CH3:14])[N:11](CC2C=CC=CC=2)[CH2:10][C@@H:9]1[CH2:22][CH3:23])([O:3][C:4]([CH3:7])([CH3:6])[CH3:5])=[O:2].[C:24]([OH:27])(=[O:26])[CH3:25].C(Cl)Cl.CCOCC>CO.[Pd]>[C:24]([OH:27])(=[O:26])[CH3:25].[C:1]([N:8]1[CH2:13][C@@H:12]([CH3:14])[NH:11][CH2:10][C@@H:9]1[CH2:22][CH3:23])([O:3][C:4]([CH3:7])([CH3:6])[CH3:5])=[O:2] |f:6.7|. Reagents/catalysts: [Pd] (Pd/C). Solvent: CO (methanol). Procedure details: A mixture of 1-Boc-2(S)-ethyl-4-benzyl-5(R)-methylpiperazine (A36; 13.6 g, 43 mmol), glacial acetic acid (2.5 mL) and 10% Pd/C (4.5 g) in methanol (150 mL) was shaken under H2 atmosphere (50 psi) for 24 h. The mixture was filtered through Celite® and the filter cake was washed copiously with EtOAc (˜500 mL). The combined filtrates were dried over anhydrous MgSO4, filtered, and concentrated under reduced pressure to afford a clear colorless oil. Further co-evaporation with CH2Cl2 (200 mL) and Et2...